Dataset: the Open Reaction Database (ORD), a public repository of structured organic reaction records. Task: describe an organic reaction: reactants, conditions, products, and yield Reactants: ClC1=CC=NC=2N(C3=C(C21)C=C(N=C3)C#N)COCC[Si](C)(C)C (4-chloro-9-(2-trimethylsilanyl-ethoxymethyl)-9H-dipyrido[2,3-b;4′,3′-d]pyrrole-6-carbonitrile), CC1(CCNCC1)CO ((4-methylpiperidin-4-yl)methanol), [H-].[Na+] (sodium hydride), oil. The solvent is O (water), C(C)(=O)OCC (ethyl acetate), O1CCOCC1 (1,4-dioxane), CN(C=O)C (N,N-dimethylformamide). Conditions: temperature 40 celsius. Product: CC1(CCNCC1)COC1=CC=NC=2N(C3=C(C21)C=C(N=C3)C#N)COCC[Si](C)(C)C (4-((4-methylpiperidin-4-yl)methoxy)-9-(2-trimethylsilanyl-ethoxymethyl)-9H-dipyrido[2,3-b;4′,3′-d]pyrrole-6-carbonitrile). As a reaction SMILES: [CH3:1][C:2]1([CH2:8][OH:9])[CH2:7][CH2:6][NH:5][CH2:4][CH2:3]1.[H-].[Na+].Cl[C:13]1[C:21]2[C:20]3[CH:22]=[C:23]([C:26]#[N:27])[N:24]=[CH:25][C:19]=3[N:18]([CH2:28][O:29][CH2:30][CH2:31][Si:32]([CH3:35])([CH3:34])[CH3:33])[C:17]=2[N:16]=[CH:15][CH:14]=1>O1CCOCC1.CN(C)C=O.O.C(OCC)(=O)C>[CH3:1][C:2]1([CH2:8][O:9][C:13]2[C:21]3[C:20]4[CH:22]=[C:23]([C:26]#[N:27])[N:24]=[CH:25][C:19]=4[N:18]([CH2:28][O:29][CH2:30][CH2:31][Si:32]([CH3:35])([CH3:34])[CH3:33])[C:17]=3[N:16]=[CH:15][CH:14]=2)[CH2:7][CH2:6][NH:5][CH2:4][CH2:3]1 |f:1.2|. Reported procedure: To a solution of (4-methylpiperidin-4-yl)methanol (989 mg, 7.7 mmol) in 1,4-dioxane (18 mL) and N,N-dimethylformamide (12 mL) was added sodium hydride as 60% dispersion in mineral oil (670 mg, 28 mmol). The reaction mixture was stirred at ambient temperature for 5 minutes before 4-chloro-9-(2-trimethylsilanyl-ethoxymethyl)-9H-dipyrido[2,3-b;4′,3′-d]pyrrole-6-carbonitrile (428 mg, 1.2 mmol) was added in one portion and the reaction mixture was heated at 40° C. for 18 hours. The cooled reaction mi... Product: CC(C)(C)OC(=O)CN1C(=O)Cc2nnc(-c3ccccc3)n2-c2ccccc21. Reaction SMILES: [Br:22][CH2:23][C:24](=[O:25])[O:26][C:27]([CH3:28])([CH3:29])[CH3:30].[CH3:31][CH2:32][O:33][CH2:34][CH3:35].[CH3:36][CH2:37][O:38][C:39]([CH3:40])=[O:41].[c:1]1(-[c:7]2[n:8][n:9][c:10]3[n:16]2-[c:15]2[c:14]([cH:20][cH:19][cH:18][cH:17]2)[NH:13][C:12](=[O:21])[CH2:11]3)[cH:2][cH:3][cH:4][cH:5][cH:6]1>>[c:1]1(-[c:7]2[n:8][n:9][c:10]3[n:16]2-[c:15]2[c:14]([cH:20][cH:19][cH:18][cH:17]2)[N:13]([CH2:23][C:24](=[O:25])[O:26][C:27]([CH3:28])([CH3:29])[CH3:30])[C:12](=[O:21])[CH2:11]3)[cH:2][cH:3][cH:4][cH:5][cH:6]1. Starting materials: CC(C)(C)OC(=O)CBr, CCOCC, CCOC(C)=O, O=C1Cc2nnc(-c3ccccc3)n2-c2ccccc2N1. The reactants are FC(C1=CC(=NC=2N1N=CC2C#C)C2=CC=C(C=C2)C(F)(F)F)F (7-difluoromethyl-3-ethynyl-5-(4-trifluoromethyl-phenyl)-pyrazolo[1,5-a]pyrimidine), N1=CC(=CC=C1)CNS(=O)(=O)C=1SC(=CC1)Br (5-Bromo-thiophene-2-sulfonic acid (pyridin-3-ylmethyl)-amide). The product is N1=CC(=CC=C1)CNS(=O)(=O)C=1SC(=CC1)C#CC=1C=NN2C1N=C(C=C2C(F)F)C2=CC=C(C=C2)C(F)(F)F (5-[7-Difluoromethyl-5-(4-trifluoromethyl-phenyl)-pyrazolo[1,5-a]pyrimidin-3-ylethynyl]-thiophene-2-sulfonic acid (pyridin-3-ylmethyl)-amide), solid. The yield is 47.0%. Reaction SMILES: [F:1][CH:2]([F:24])[C:3]1[N:8]2[N:9]=[CH:10][C:11]([C:12]#[CH:13])=[C:7]2[N:6]=[C:5]([C:14]2[CH:19]=[CH:18][C:17]([C:20]([F:23])([F:22])[F:21])=[CH:16][CH:15]=2)[CH:4]=1.[N:25]1[CH:30]=[CH:29][CH:28]=[C:27]([CH2:31][NH:32][S:33]([C:36]2[S:37][C:38](Br)=[CH:39][CH:40]=2)(=[O:35])=[O:34])[CH:26]=1>>[N:25]1[CH:30]=[CH:29][CH:28]=[C:27]([CH2:31][NH:32][S:33]([C:36]2[S:37][C:38]([C:13]#[C:12][C:11]3[CH:10]=[N:9][N:8]4[C:3]([CH:2]([F:1])[F:24])=[CH:4][C:5]([C:14]5[CH:19]=[CH:18][C:17]([C:20]([F:23])([F:22])[F:21])=[CH:16][CH:15]=5)=[N:6][C:7]=34)=[CH:39][CH:40]=2)(=[O:35])=[O:34])[CH:26]=1. Procedure: The title compound was prepared from 7-difluoromethyl-3-ethynyl-5-(4-trifluoromethyl-phenyl)-pyrazolo[1,5-a]pyrimidine (example C.2) (169 mg, 0.5 mmol) and 5-bromo-thiophene-2-sulfonic acid (pyridin-3-ylmethyl)-amide (example B.56) (167 mg, 0.5 mmol) according to general procedure II. Obtained as a yellow solid (139 mg, 47%). MS (ISN) 588.0 [(M−H)−]; mp 152° C. The reactants are C(CCCCC)(=O)O (hexanoic acid), C1(CC1)CO (cyclopropanemethanol), ester. Product: C(CCCCC)(=O)OCC1CC1 (Cyclopropylmethyl Hexanoate). As a reaction SMILES: [C:1]([OH:8])(=[O:7])[CH2:2][CH2:3][CH2:4][CH2:5][CH3:6].[CH:9]1([CH2:12]O)[CH2:11][CH2:10]1>>[C:1]([O:8][CH2:12][CH:9]1[CH2:11][CH2:10]1)(=[O:7])[CH2:2][CH2:3][CH2:4][CH2:5][CH3:6]. Procedure details: Prepared from hexanoic acid and cyclopropanemethanol according to the ester preparation method A described above. Run in C(C)(=O)O (acetic acid), O (water), C(C)(=O)O (acetic acid). The product is CC=1NC2=C(C=CC=C2C1C)C(=O)O (2,3-dimethyl-1H-indole-7-carboxylic acid). The reactants are CC(CC)=O (2-butanone), Cl (hydrochloric acid), Cl.N(N)C1=C(C(=O)O)C=CC=C1 (2-hydrazinobenzoic acid hydrochloride), resultant mixture. Run at temperature 100 celsius. Reported procedure: To a suspension of 2-hydrazinobenzoic acid hydrochloride (2.0 g) in acetic acid (8 ml) was added dropwise a solution of 2-butanone (0.9 ml) in acetic acid (2 ml), and the resultant mixture was heated at 80° C. for one hour. After 6N-hydrochloric acid (8 ml) was added to the reaction mixture, the mixture was heated at 100° C. for 5 hours. The mixture was diluted with water (18 ml), and allowed to cool to 40° C. The resultant precipitate was collected by filtration, washed with a small amount of d... RXN SMILES: Cl.[NH:2]([C:4]1[CH:12]=[CH:11][CH:10]=[CH:9][C:5]=1[C:6]([OH:8])=[O:7])N.[CH3:13][C:14](=O)[CH2:15][CH3:16].Cl>C(O)(=O)C.O>[CH3:13][C:14]1[NH:2][C:4]2[C:12]([C:15]=1[CH3:16])=[CH:11][CH:10]=[CH:9][C:5]=2[C:6]([OH:8])=[O:7] |f:0.1|. Reactants: CC(Cl)c1cccnc1, COc1ccc(Br)c(C(=O)O)c1. Yields the product COc1ccc(Br)c(C(=O)OC(C)c2cccnc2)c1. Reaction conditions: temperature 70 celsius, time 16 hour. Reagents/catalysts: O=C([O-])[O-].[Cs+].[Cs+] (cesium carbonate), [I-].[K+] (potassium iodide). The solvent is CN(C)C=O (DMF), CN(C)C=O (dmf), CN(C)C=O (DMF). The reactants are O (water), ClC1=NC(=NC(=C1C1=C(C=C(C=C1F)F)F)N[C@H](C(F)(F)F)C)C#N (4-chloro-6-((S)-2,2,2-trifluoro-1-methylethylamino)-5-(2,4,6-trifluorophenyl)-pyrimidine-2-carbonitrile), OO (H2O2), C(=O)([O-])[O-].[K+].[K+] (K2CO3). Run in CS(=O)C (DMSO). Reaction conditions: temperature 10 celsius, time 5 minute. The product is ClC1=NC(=NC(=C1C1=C(C=C(C=C1F)F)F)N[C@H](C(F)(F)F)C)C(=O)N (4-chloro-6-((S)-2,2,2-trifluoro-1-methylethylamino)-5-(2,4,6-trifluorophenyl)-pyrimidine-2-carboxamide). Reaction SMILES: [Cl:1][C:2]1[C:7]([C:8]2[C:13]([F:14])=[CH:12][C:11]([F:15])=[CH:10][C:9]=2[F:16])=[C:6]([NH:17][C@@H:18]([CH3:23])[C:19]([F:22])([F:21])[F:20])[N:5]=[C:4]([C:24]#[N:25])[N:3]=1.C([O-])([O-])=[O:27].[K+].[K+].OO.O>CS(C)=O>[Cl:1][C:2]1[C:7]([C:8]2[C:9]([F:16])=[CH:10][C:11]([F:15])=[CH:12][C:13]=2[F:14])=[C:6]([NH:17][C@@H:18]([CH3:23])[C:19]([F:20])([F:21])[F:22])[N:5]=[C:4]([C:24]([NH2:25])=[O:27])[N:3]=1 |f:1.2.3|. Procedure details: 5.0 g of 4-chloro-6-((S)-2,2,2-trifluoro-1-methylethylamino)-5-(2,4,6-trifluorophenyl)-pyrimidine-2-carbonitrile (see WO 03/04993, pages 28 and 29) were initially charged in 5 ml of DMSO, 344 mg of K2CO3 were added and the mixture was cooled to 10° C. 1.4 ml of 30% strength H2O2 were then added. The mixture was stirred in an ice bath for 5 min and then at room temperature for another 30 min. The reaction mixture was introduced into 150 ml of water. During the addition, the amide precipitated out...